Dataset: the Open Reaction Database (ORD), a public repository of structured organic reaction records. Task: describe an organic reaction: reactants, conditions, products, and yield The reactants are CN(C)C=O, CN1CCCC1=O, O=C(Cl)C(=O)Cl, O=C(O)c1cccc(OC(F)(F)C(F)F)c1, Nc1cccc(Oc2ccc3nc(NC(=O)C4CC4)cn3n2)c1, C1CCOC1. The product is O=C(Nc1cccc(Oc2ccc3nc(NC(=O)C4CC4)cn3n2)c1)c1cccc(OC(F)(F)C(F)F)c1. RXN SMILES: [CH3:23][N:24]([CH3:25])[CH:26]=[O:27].[CH3:51][N:52]1[CH2:53][CH2:54][CH2:55][C:56]1=[O:57].[Cl:17][C:18]([C:19]([Cl:20])=[O:21])=[O:22].[F:1][C:2]([CH:3]([F:4])[F:5])([O:6][c:7]1[cH:8][c:9]([C:10](=[O:11])[OH:12])[cH:13][cH:14][cH:15]1)[F:16].[NH2:28][c:29]1[cH:30][c:31]([O:32][c:33]2[cH:34][cH:35][c:36]3[n:37]([n:38]2)[cH:39][c:40]([NH:42][C:43](=[O:44])[CH:45]2[CH2:46][CH2:47]2)[n:41]3)[cH:48][cH:49][cH:50]1.[O:58]1[CH2:59][CH2:60][CH2:61][CH2:62]1>>[F:1][C:2]([CH:3]([F:4])[F:5])([O:6][c:7]1[cH:8][c:9]([C:10](=[O:12])[NH:28][c:29]2[cH:30][c:31]([O:32][c:33]3[cH:34][cH:35][c:36]4[n:37]([n:38]3)[cH:39][c:40]([NH:42][C:43](=[O:44])[CH:45]3[CH2:46][CH2:47]3)[n:41]4)[cH:48][cH:49][cH:50]2)[cH:13][cH:14][cH:15]1)[F:16]. Starting materials: FC1=C(CN2C(=NC(=C2)CC)CCC)C=CC(=C1)I.O(C1=CC=CC=C1)C=1C=CC=C(CCC(=O)CCC2=CC=CC(=C2)OC2=CC=CC=C2)C1 (1-(2-fluoro-4-iodobenzyl)-4-ethyl-2-propyl-1H-imidazole 5-phenoxyphenethyl ketone), C(C)(C)(C)NS(=O)(=O)C1=C(C=CC=C1)B(O)O (2-(t-butylamino)sulfonylphenyl boronic acid), C([O-])([O-])=O (carbonate), C1(=CC=CC=C1)C (toluene). Reagents/catalysts: [Br-].C(CCC)[N+](CCCC)(CCCC)CCCC (tetrabutylammonium bromide), C1=CC=C(C=C1)P(C2=CC=CC=C2)C3=CC=CC=C3.C1=CC=C(C=C1)P(C2=CC=CC=C2)C3=CC=CC=C3.C1=CC=C(C=C1)P(C2=CC=CC=C2)C3=CC=CC=C3.C1=CC=C(C=C1)P(C2=CC=CC=C2)C3=CC=CC=C3.[Pd] (Tetrakis(triphenylphosphine) palladium(O)). The product is C(C)(C)(C)NS(=O)(=O)C1=C(C=CC=C1)C1=CC(=C(C=C1)CN1C(=NC(=C1C(=O)CCC1=C(C=CC=C1)OC1=CC=CC=C1)CC)CCC)F (1-((2'-((t-butylamino)sulfonyl)-3-fluoro-(1,1'-biphenyl)-4-yl)methyl)-4-ethyl-5-(2-(2-phenoxyphenyl)ethylcarbonyl)-2-propyl-1H-imidazole). Isolated yield 72.0%. Reaction SMILES: [F:1][C:2]1[CH:18]=[C:17](I)[CH:16]=[CH:15][C:3]=1[CH2:4][N:5]1[CH:9]=[C:8]([CH2:10][CH3:11])[N:7]=[C:6]1[CH2:12][CH2:13][CH3:14].O(C1C=CC=C(C=1)CCC(CC[C:38]1[CH:43]=[C:42]([O:44][C:45]2[CH:50]=[CH:49][CH:48]=[CH:47][CH:46]=2)[CH:41]=[CH:40][CH:39]=1)=O)C1C=CC=CC=1.[C:52]([NH:56][S:57]([C:60]1[CH:65]=[CH:64][CH:63]=[CH:62][C:61]=1B(O)O)(=[O:59])=[O:58])([CH3:55])([CH3:54])[CH3:53].[C:69](=[O:72])([O-])[O-].[C:73]1(C)C=CC=C[CH:74]=1>[Br-].C([N+](CCCC)(CCCC)CCCC)CCC.C1C=CC(P(C2C=CC=CC=2)C2C=CC=CC=2)=CC=1.C1C=CC(P(C2C=CC=CC=2)C2C=CC=CC=2)=CC=1.C1C=CC(P(C2C=CC=CC=2)C2C=CC=CC=2)=CC=1.C1C=CC(P(C2C=CC=CC=2)C2C=CC=CC=2)=CC=1.[Pd]>[C:52]([NH:56][S:57]([C:60]1[CH:65]=[CH:64][CH:63]=[CH:62][C:61]=1[C:17]1[CH:16]=[CH:15][C:3]([CH2:4][N:5]2[C:9]([C:69]([CH2:73][CH2:74][C:50]3[CH:49]=[CH:48][CH:47]=[CH:46][C:45]=3[O:44][C:42]3[CH:43]=[CH:38][CH:39]=[CH:40][CH:41]=3)=[O:72])=[C:8]([CH2:10][CH3:11])[N:7]=[C:6]2[CH2:12][CH2:13][CH3:14])=[C:2]([F:1])[CH:18]=1)(=[O:59])=[O:58])([CH3:55])([CH3:54])[CH3:53] |f:0.1,5.6,7.8.9.10.11|. Procedure: 1-(2-fluoro-4-iodobenzyl)-4-ethyl-2-propyl-1H-imidazole-5-phenoxyphenethyl ketone (2.35 g, 3.90 mmol), 2-(t-butylamino)sulfonylphenyl boronic acid (1.52 g, 5.85 mmol), and soduim carbonate (10 mL of 2M aqueous solution), and tetrabutylammonium bromide (65 mg, o.20 mmol) were added together with 50 mL of toluene. Tetrakis(triphenylphosphine) palladium(O) (0.23 g, 0.20 mmol) was added. The mixture was refluxed under N2 overnight. The solvent was removed in vacuo and the residue was partitioned bet... The reactants are C(C)(=O)NC1=C(C=CC(=C1)OC)OC (1-acetylamino-2,5-dimethoxybenzene), S(O)(O)(=O)=O (sulfuric acid), BrBr (bromine). Solvent: O (water). Yields the product C(C)(=O)NC1=C(C=C(C(=C1)OC)Br)OC (1-acetylamino-2,5-dimethoxy-4-bromobenzene). Reaction SMILES: [C:1]([NH:4][C:5]1[CH:10]=[C:9]([O:11][CH3:12])[CH:8]=[CH:7][C:6]=1[O:13][CH3:14])(=[O:3])[CH3:2].S(=O)(=O)(O)O.[Br:20]Br>O>[C:1]([NH:4][C:5]1[CH:10]=[C:9]([O:11][CH3:12])[C:8]([Br:20])=[CH:7][C:6]=1[O:13][CH3:14])(=[O:3])[CH3:2]. Procedure: 300 Parts of 1-acetylamino-2,5-dimethoxybenzene were introduced at about 5°C in 1500 parts of 95 % sulfuric acid while stirring, 127 Parts of bromine were added dropwise at about 5°C with outside cooling. The mixture was stirred at 20°C for about 3 hours, 6000 parts by volume of water were added dropwise (a temperature of 25°C is not to be exceeded), the precipitate was suction-filtered and dried. 381 parts of 1-acetylamino-2,5-dimethoxy-4-bromobenzene (=90.4 % of the theory) were obtained. The reactants are COC(=O)c1cccnc1CC1OC(C)(C)N(C(=O)OC(C)(C)C)C1Cc1ccccc1F, [Li+], [Na+], C1COCCO1, [OH-], O, O=S(=O)([O-])O. The product is CC(C)(C)OC(=O)N1C(Cc2ccccc2F)C(Cc2ncccc2C(=O)O)OC1(C)C. RXN SMILES: [CH3:1][O:2][C:3]([c:4]1[c:5]([CH2:10][CH:11]2[CH:12]([CH2:25][c:26]3[c:27]([F:32])[cH:28][cH:29][cH:30][cH:31]3)[N:13]([C:18](=[O:19])[O:20][C:21]([CH3:22])([CH3:23])[CH3:24])[C:14]([CH3:16])([CH3:17])[O:15]2)[n:6][cH:7][cH:8][cH:9]1)=[O:33].[Li+:34].[Na+:41].[O:43]1[CH2:44][CH2:45][O:46][CH2:47][CH2:48]1.[OH-:35].[OH2:42].[S:36](=[O:37])(=[O:38])([OH:39])[O-:40]>>[O:2]=[C:3]([c:4]1[c:5]([CH2:10][CH:11]2[CH:12]([CH2:25][c:26]3[c:27]([F:32])[cH:28][cH:29][cH:30][cH:31]3)[N:13]([C:18](=[O:19])[O:20][C:21]([CH3:22])([CH3:23])[CH3:24])[C:14]([CH3:16])([CH3:17])[O:15]2)[n:6][cH:7][cH:8][cH:9]1)[OH:33]. Starting materials: O=P(Cl)(Cl)Cl (POCl3), III, O=C1C2=C(SC3=C(C1NC=O)C=CC=C3)C=CC=C2 (N-(11-oxo-10,11-dihydro-dibenzo[b,f]thiepin-10-yl)-formamide). Run in C1(=CC=CC=C1)C (toluene), C1(=CC=CC=C1)C (toluene). The product is O1C=NC=2C3=C(SC4=C(C12)C=CC=C4)C=CC=C3 (1-Oxa-8-thia-3-aza-dibenzo[e,h]azulene). As a reaction SMILES: O=P(Cl)(Cl)Cl.O=[C:7]1[CH:13]([NH:14][CH:15]=[O:16])[C:12]2[CH:17]=[CH:18][CH:19]=[CH:20][C:11]=2[S:10][C:9]2[CH:21]=[CH:22][CH:23]=[CH:24][C:8]1=2>C1(C)C=CC=CC=1>[O:16]1[C:7]2[C:8]3[CH:24]=[CH:23][CH:22]=[CH:21][C:9]=3[S:10][C:11]3[CH:20]=[CH:19][CH:18]=[CH:17][C:12]=3[C:13]=2[N:14]=[CH:15]1. Procedure details: To a solution of POCl3 (0.137 g, 0.892 mmole) in dry toluene (5 ml), N-(11-oxo-10,11-dihydro-dibenzo[b,f]thiepin-10-yl)-formamide (III; X=S, Y=Z=H. A=NH, R1=H) (0.06 g, 0.223 mmole) dissolved in toluene (10 ml) was added. The reaction mixture was heated under reflux for 2 hours. Then toluene was evaporated to dryness and water was added and it was extracted with ethyl acetate. The organic extract was washed with a saturated NaHCO3 solution and water and dried over anhydrous Na2SO4. The solvent w... Reaction SMILES: [CH2:29]([Cl:30])[Cl:31].[CH3:24][C:25](=[O:26])[OH:27].[ClH:28].[c:1]1([S:7](=[O:8])(=[O:9])[C:10]2=[C:11]([C:21](=[O:22])[OH:23])[CH:12]3[C:13]([O:17][CH3:20])([O:18][CH3:19])[CH2:14][CH:15]3[CH2:16]2)[cH:2][cH:3][cH:4][cH:5][cH:6]1>>[c:1]1([S:7](=[O:8])(=[O:9])[C:10]2=[C:11]([C:21](=[O:22])[OH:23])[CH:12]3[C:13](=[O:17])[CH2:14][CH:15]3[CH2:16]2)[cH:2][cH:3][cH:4][cH:5][cH:6]1. Starting materials: ClCCl, CC(=O)O, Cl, COC1(OC)CC2CC(S(=O)(=O)c3ccccc3)=C(C(=O)O)C21. The product is O=C(O)C1=C(S(=O)(=O)c2ccccc2)CC2CC(=O)C12. As a reaction SMILES: [BrH:1].[F:2][C:3]1([F:54])[CH2:8][CH2:7][CH:6]([C:9]2[C:18]3[C@@H:17]([OH:19])[CH2:16][C:15]([CH3:21])([CH3:20])[CH2:14][C:13]=3[N:12]=[C:11]([CH:22]3[CH2:27][CH2:26][N:25]([C:28]4[N:33]=[CH:32][C:31]([O:34][CH2:35][CH2:36][CH2:37][S:38]([CH3:41])(=[O:40])=[O:39])=[CH:30][N:29]=4)[CH2:24][CH2:23]3)[C:10]=2[C@@H:42]([F:53])[C:43]2[CH:48]=[CH:47][C:46]([C:49]([F:52])([F:51])[F:50])=[CH:45][CH:44]=2)[CH2:5][CH2:4]1>CC(C)=O>[BrH:1].[BrH:1].[F:54][C:3]1([F:2])[CH2:4][CH2:5][CH:6]([C:9]2[C:18]3[C@@H:17]([OH:19])[CH2:16][C:15]([CH3:21])([CH3:20])[CH2:14][C:13]=3[N:12]=[C:11]([CH:22]3[CH2:27][CH2:26][N:25]([C:28]4[N:29]=[CH:30][C:31]([O:34][CH2:35][CH2:36][CH2:37][S:38]([CH3:41])(=[O:39])=[O:40])=[CH:32][N:33]=4)[CH2:24][CH2:23]3)[C:10]=2[C@@H:42]([F:53])[C:43]2[CH:44]=[CH:45][C:46]([C:49]([F:52])([F:51])[F:50])=[CH:47][CH:48]=2)[CH2:7][CH2:8]1 |f:3.4.5|. Procedure details: Reactions similar to those of Example 13 were performed except for using 13.2 μl (116 μmol) of 47% hydrobromic acid instead of 35% hydrochloric acid and using 0.40 ml of acetone, and from 40.0 mg (52.0 μmol) of (5S)-4-(4,4-Difluorocyclohexyl)-3-{(S)-fluoro[4-(trifluoromethyl)phenyl]methyl}-7,7-dimethyl-2-(1-{5-[3-(methylsulfonyl)propoxy]pyrimidin-2-yl}piperidin-4-yl)-5,6,7,8-tetrahydroquinolin-5-ol, which was prepared by a method similar to that of Reference Example 28, 27.2 mg of the title comp... The product is Br.Br.FC1(CCC(CC1)C1=C(C(=NC=2CC(C[C@@H](C12)O)(C)C)C1CCN(CC1)C1=NC=C(C=N1)OCCCS(=O)(=O)C)[C@H](C1=CC=C(C=C1)C(F)(F)F)F)F ((5S)-4-(4,4-Difluorocyclohexyl)-3-{(S)-fluoro[4-(trifluoromethyl)phenyl]methyl}-7,7-dimethyl-2-(1-{5-[3-(methylsulfonyl)propoxy]pyrimidin-2-yl}piperidin-4-yl)-5,6,7,8-tetrahydroquinolin-5-ol dihydrobromide), powder. Yield: 56.0%. The reactants are Br (hydrobromic acid), FC1(CCC(CC1)C1=C(C(=NC=2CC(C[C@@H](C12)O)(C)C)C1CCN(CC1)C1=NC=C(C=N1)OCCCS(=O)(=O)C)[C@H](C1=CC=C(C=C1)C(F)(F)F)F)F ((5S)-4-(4,4-Difluorocyclohexyl)-3-{(S)-fluoro[4-(trifluoromethyl)phenyl]methyl}-7,7-dimethyl-2-(1-{5-[3-(methylsulfonyl)propoxy]pyrimidin-2-yl}piperidin-4-yl)-5,6,7,8-tetrahydroquinolin-5-ol). Solvent: CC(=O)C (acetone). The reactants are ClC1=NC(=CC=C1C(F)(F)F)Cl (2,6-dichloro-3-trifluoromethylpyridine), N (ammonia). Solvent: C(Cl)Cl (methylene chloride). Yields the product NC1=NC(=CC=C1C(F)(F)F)Cl (2-amino-3-trifluoromethyl-6-chloropyridine), NC1=NC(=C(C=C1)C(F)(F)F)Cl (2-amino-5-trifluoromethyl-6-chloropyridine). Reaction SMILES: [Cl:1][C:2]1[C:7]([C:8]([F:11])([F:10])[F:9])=[CH:6][CH:5]=[C:4]([Cl:12])[N:3]=1.[NH3:13]>C(Cl)Cl>[NH2:13][C:2]1[C:7]([C:8]([F:11])([F:10])[F:9])=[CH:6][CH:5]=[C:4]([Cl:12])[N:3]=1.[NH2:13][C:4]1[CH:5]=[CH:6][C:7]([C:8]([F:11])([F:10])[F:9])=[C:2]([Cl:1])[N:3]=1. Reported procedure: 6.48 g of 2,6-dichloro-3-trifluoromethylpyridine and 18 ml of 28% aqueous ammonia were placed in a 50 ml autoclave, and the mixture was reacted for 24 hours at 90° C. (inner pressure: about 2 atms.). After completion of the reaction, the reaction product was allowed to cool, and methylene chloride was added thereto to thereby extract the desired product and the unreacted starting material. The methylene chloride in the extract was evaporated off, and the separation was carried out by silica gel ... The reactants are COC=1C=C2CCN(C(C2=CC1OC)CCC1=CC=CC=C1)CCO (2-(6,7-dimethoxy-1-phenethyl-3,4-dihydro-1H-isoquinolin-2-yl)-ethanol), C1=CN(C=N1)C(=O)N2C=CN=C2 (CDI), C[Si](C)(C)[N-][Si](C)(C)C.[Na+] (NaHMDS), NC1=CC=NC2=CC=CC=C12 (4-amino-quinoline). The solvent is C1CCOC1 (THF), O.CC(=O)O (H2O AcOH). Reaction conditions: time 3 hour. The product is COC=1C=C2CCN(C(C2=CC1OC)CCC1=CC=CC=C1)CCOC(NC1=CC=NC2=CC=CC=C12)=O ((Quinolin-4-yl)-carbamic Acid 2-(6,7-dimethoxy-1-phenethyl-3,4-dihydro-1H-isoquinolin-2-yl)-ethyl Ester). Reaction SMILES: [CH3:1][O:2][C:3]1[CH:4]=[C:5]2[C:10](=[CH:11][C:12]=1[O:13][CH3:14])[CH:9]([CH2:15][CH2:16][C:17]1[CH:22]=[CH:21][CH:20]=[CH:19][CH:18]=1)[N:8]([CH2:23][CH2:24][OH:25])[CH2:7][CH2:6]2.C1N=CN([C:31]([N:33]2C=N[CH:35]=[CH:34]2)=[O:32])C=1.N[C:39]1[C:48]2[C:43](=[CH:44]C=C[CH:47]=2)[N:42]=[CH:41][CH:40]=1.C[Si]([N-][Si](C)(C)C)(C)C.[Na+]>C1COCC1.O.CC(O)=O>[CH3:1][O:2][C:3]1[CH:4]=[C:5]2[C:10](=[CH:11][C:12]=1[O:13][CH3:14])[CH:9]([CH2:15][CH2:16][C:17]1[CH:22]=[CH:21][CH:20]=[CH:19][CH:18]=1)[N:8]([CH2:23][CH2:24][O:25][C:31](=[O:32])[NH:33][C:34]1[C:35]3[C:41](=[CH:40][CH:39]=[CH:48][CH:47]=3)[N:42]=[CH:43][CH:44]=1)[CH2:7][CH2:6]2 |f:3.4,6.7|. Procedure details: To a solution of 2-(6,7-dimethoxy-1-phenethyl-3,4-dihydro-1H-isoquinolin-2-yl)-ethanol (example 113.1, 29.7 mg, 0.087 mmol) in THF (1 mL) is added CDI (28.2 mg, 0.174 mmol, 2.0 eq). The reaction mixture is stirred at rt for 3 h, and then 4-amino-quinoline (example C3, 14 mg, 0.1 mmol) is added. To the resulting solution is added in a single portion NaHMDS (2 M in THF, 218 μL, 0.44 mmol). The reaction mixture is stirred at rt for 30 min, then H2O/AcOH (9:1, 0.4 mL) is added. The reaction mixture ...